From a dataset of the Open Reaction Database (ORD), a public repository of structured organic reaction records. describe an organic reaction: reactants, conditions, products, and yield Reactants: NN1CCCC1 (aminopyrrolidine), ClC1=NC2=CC=C(C=C2C(=C1)N1CCOCC1)OC (2-chloro-6-methoxy-4-morpholinoquinoline), (±)-BINAP, Cl.N[C@@H]1CN(CC1)C(CC1=CC=C(C=C1)OC(F)(F)F)=O ((S)-1-(3-aminopyrrolidin-1-yl)-2-(4-trifluoromethoxyphenyl)ethanone mono hydrochloride), CC(C)([O-])C.[Na+] (sodium t-butoxide). The reagents and catalysts are C=1C=CC(=CC1)/C=C/C(=O)/C=C/C2=CC=CC=C2.C=1C=CC(=CC1)/C=C/C(=O)/C=C/C2=CC=CC=C2.C=1C=CC(=CC1)/C=C/C(=O)/C=C/C2=CC=CC=C2.[Pd].[Pd] (Pd2(dba)3). The solvent is O1CCOCC1 (1,4-dioxane), C(C)(=O)OCC (ethyl acetate), O (water). Conditions: temperature 70 celsius, time 1.5 hour. Product: COC=1C=C2C(=CC(=NC2=CC1)N[C@@H]1CN(CC1)C(CC1=CC=C(C=C1)OC(F)(F)F)=O)N1CCOCC1 ((S)-1-(3-(6-methoxy-4-morpholinoquinolin-2-ylamino)pyrrolidin-1-yl)-2-(4-trifluoromethoxyphenyl)ethanone). The yield is 26.6%. As a reaction SMILES: NN1CCCC1.Cl[C:8]1[CH:17]=[C:16]([N:18]2[CH2:23][CH2:22][O:21][CH2:20][CH2:19]2)[C:15]2[C:10](=[CH:11][CH:12]=[C:13]([O:24][CH3:25])[CH:14]=2)[N:9]=1.Cl.[NH2:27][C@H:28]1[CH2:32][CH2:31][N:30]([C:33](=[O:46])[CH2:34][C:35]2[CH:40]=[CH:39][C:38]([O:41][C:42]([F:45])([F:44])[F:43])=[CH:37][CH:36]=2)[CH2:29]1.CC(C)([O-])C.[Na+]>C(OCC)(=O)C.O.C1C=CC(/C=C/C(/C=C/C2C=CC=CC=2)=O)=CC=1.C1C=CC(/C=C/C(/C=C/C2C=CC=CC=2)=O)=CC=1.C1C=CC(/C=C/C(/C=C/C2C=CC=CC=2)=O)=CC=1.[Pd].[Pd].O1CCOCC1>[CH3:25][O:24][C:13]1[CH:14]=[C:15]2[C:10](=[CH:11][CH:12]=1)[N:9]=[C:8]([NH:27][C@H:28]1[CH2:32][CH2:31][N:30]([C:33](=[O:46])[CH2:34][C:35]3[CH:36]=[CH:37][C:38]([O:41][C:42]([F:43])([F:44])[F:45])=[CH:39][CH:40]=3)[CH2:29]1)[CH:17]=[C:16]2[N:18]1[CH2:23][CH2:22][O:21][CH2:20][CH2:19]1 |f:2.3,4.5,8.9.10.11.12|. Procedure: A mixture of 2,4-dichloro-6-methoxyquinoline (0.228 g), morpholine (262 μL), N,N-diisopropylethylamine (348 μL), and ethylene glycol (4 mL) was heated with microwave (145° C.) for 75 min with stirring. The reaction mixture was cooled to room temperature, followed by addition of water, the mixture was extracted with chloroform and washed with saturated brine, and the organic layer was dried with anhydrous sodium sulfate. The desiccant was removed by filtration, the residue concentrated under redu... Reactants: BrC1=CC=C(C=C1)CCN(C(OC(C)(C)C)=O)C[C@H](O)C1=CC(=CC=C1)Cl (tert-butyl [2-(4-bromophenyl)ethyl]-[(2R)-2-(3-chlorophenyl)-2-hydroxyethyl]carbamate), COC(=O)C1=CC(=C(C=C1)B(O)O)C ((4-methoxycarbonyl-2-methylphenyl)boronic acid), C([O-])([O-])=O.[Na+].[Na+] (sodium carbonate). The reagents and catalysts are C=1C=CC(=CC1)[P](C=2C=CC=CC2)(C=3C=CC=CC3)[Pd]([P](C=4C=CC=CC4)(C=5C=CC=CC5)C=6C=CC=CC6)([P](C=7C=CC=CC7)(C=8C=CC=CC8)C=9C=CC=CC9)[P](C=1C=CC=CC1)(C=1C=CC=CC1)C=1C=CC=CC1 (tetrakis(triphenylphosphine)palladium). The solvent is COCCOC (1,2-dimethoxyethane), C(C)(=O)OCC (ethyl acetate), O (water). Run at temperature 80 celsius, time 2 hour. Yields the product C(C)(C)(C)OC(=O)N(CCC1=CC=C(C=C1)C1=C(C=C(C=C1)C(=O)OC)C)C[C@H](O)C1=CC(=CC=C1)Cl (methyl 4′-[2-[(tert-butoxycarbonyl)[(2R)-2-(3-chlorophenyl)-2-hydroxyethyl]-amino]ethyl]-2-methyl-1,1′-biphenyl-4-carboxylate). Isolated yield 69.4%. Reaction SMILES: Br[C:2]1[CH:7]=[CH:6][C:5]([CH2:8][CH2:9][N:10]([CH2:18][C@@H:19]([C:21]2[CH:26]=[CH:25][CH:24]=[C:23]([Cl:27])[CH:22]=2)[OH:20])[C:11](=[O:17])[O:12][C:13]([CH3:16])([CH3:15])[CH3:14])=[CH:4][CH:3]=1.[CH3:28][O:29][C:30]([C:32]1[CH:37]=[CH:36][C:35](B(O)O)=[C:34]([CH3:41])[CH:33]=1)=[O:31].C(=O)([O-])[O-].[Na+].[Na+]>COCCOC.C(OCC)(=O)C.O.C1C=CC([P]([Pd]([P](C2C=CC=CC=2)(C2C=CC=CC=2)C2C=CC=CC=2)([P](C2C=CC=CC=2)(C2C=CC=CC=2)C2C=CC=CC=2)[P](C2C=CC=CC=2)(C2C=CC=CC=2)C2C=CC=CC=2)(C2C=CC=CC=2)C2C=CC=CC=2)=CC=1>[C:13]([O:12][C:11]([N:10]([CH2:18][C@@H:19]([C:21]1[CH:26]=[CH:25][CH:24]=[C:23]([Cl:27])[CH:22]=1)[OH:20])[CH2:9][CH2:8][C:5]1[CH:6]=[CH:7][C:2]([C:35]2[CH:36]=[CH:37][C:32]([C:30]([O:29][CH3:28])=[O:31])=[CH:33][C:34]=2[CH3:41])=[CH:3][CH:4]=1)=[O:17])([CH3:16])([CH3:15])[CH3:14] |f:2.3.4,^1:64,66,85,104|. Procedure details: To a solution of tert-butyl [2-(4-bromophenyl)ethyl]-[(2R)-2-(3-chlorophenyl)-2-hydroxyethyl]carbamate (400 mg) in 1,2-dimethoxyethane (6 ml) was added (4-methoxycarbonyl-2-methylphenyl)boronic acid (171 mg), tetrakis(triphenylphosphine)palladium (55 mg) and aqueous solution of sodium carbonate (2M, 0.92 ml), and the mixture was stirred at 80° C. for 2 hours under nitrogen. The mixture was diluted with ethyl acetate and water. The organic layer was separated, washed with brine, dried over magnes... Reactants: Cc1c2c(=O)n(CC(F)CNC(=O)OC(C)(C)C)c3cc4c(cc3c2nn1Cc1ccccc1)CCCC4, CO, CN(C)C=O. Yields the product Cc1[nH]nc2c1c(=O)n(CC(F)CNC(=O)OC(C)(C)C)c1cc3c(cc21)CCCC3. RXN SMILES: [CH2:1]([c:2]1[cH:3][cH:4][cH:5][cH:6][cH:7]1)[n:8]1[n:9][c:10]2[c:11]([c:12](=[O:36])[n:13]([CH2:24][CH:25]([CH2:26][NH:27][C:28]([O:29][C:30]([CH3:31])([CH3:32])[CH3:33])=[O:34])[F:35])[c:14]3[cH:15][c:16]4[c:17]([cH:18][c:19]23)[CH2:20][CH2:21][CH2:22][CH2:23]4)[c:37]1[CH3:38].[CH3:44][OH:45].[O:39]=[CH:40][N:41]([CH3:42])[CH3:43]>>[nH:8]1[n:9][c:10]2[c:11]([c:12](=[O:36])[n:13]([CH2:24][CH:25]([CH2:26][NH:27][C:28]([O:29][C:30]([CH3:31])([CH3:32])[CH3:33])=[O:34])[F:35])[c:14]3[cH:15][c:16]4[c:17]([cH:18][c:19]23)[CH2:20][CH2:21][CH2:22][CH2:23]4)[c:37]1[CH3:38]. Reactants: ClC1=C(C=CC=C1)[N+](=O)[O-] (1-chloro-2-nitrobenzene), CNCCC12CCCN2CCC1 (5-(2-methylaminoethyl)-1-azabicyclo[3.3.0]octane). Yields the product N12CCCC2(CCC1)CCN(C1=C(C=CC=C1)[N+](=O)[O-])C (N-[2-(1-Azabicyclo[3.3.0]octan-5-yl)ethyl]-N-methyl-2-nitroaniline), liquid. Isolated yield 85.7%. As a reaction SMILES: Cl[C:2]1[CH:7]=[CH:6][CH:5]=[CH:4][C:3]=1[N+:8]([O-:10])=[O:9].[CH3:11][NH:12][CH2:13][CH2:14][C:15]12[CH2:22][CH2:21][CH2:20][N:19]1[CH2:18][CH2:17][CH2:16]2>>[N:19]12[CH2:20][CH2:21][CH2:22][C:15]1([CH2:14][CH2:13][N:12]([CH3:11])[C:2]1[CH:7]=[CH:6][CH:5]=[CH:4][C:3]=1[N+:8]([O-:10])=[O:9])[CH2:16][CH2:17][CH2:18]2. Reported procedure: The procedures described in Example 12 were repeated except that 1-chloro-2-nitrobenzene (1.87 g, 11.9 mmol) and 5-(2-methylaminoethyl)-1-azabicyclo[3.3.0]octane (4.00 g, 28.8 mmol) were employed. In th is case, the desired compound was obtained as a orange liquid (2.95 g, 85.7%). Starting materials: O=C1N(CN(C(N1C)=O)C(C)C)C(C)C (2,4-dioxo-hexahydro-1,5-diisopropyl-3-methyl-s-triazine), BrBr (bromine). Solvent: C(Cl)Cl (methylene chloride). Run at time 1 hour. The product is [Br-].O=C1[NH+](CN(C(N1C)=O)C(C)C)C(C)C (2,4-dioxo-1,2,3,4-tetrahydro-1,5-diisopropyl-3-methyl-s-triazinium bromide). Yield: 54.4%. As a reaction SMILES: [O:1]=[C:2]1[N:7]([CH3:8])[C:6](=[O:9])[N:5]([CH:10]([CH3:12])[CH3:11])[CH2:4][N:3]1[CH:13]([CH3:15])[CH3:14].[Br:16]Br>C(Cl)Cl>[Br-:16].[O:1]=[C:2]1[N:7]([CH3:8])[C:6](=[O:9])[N:5]([CH:10]([CH3:11])[CH3:12])[CH2:4][NH+:3]1[CH:13]([CH3:15])[CH3:14] |f:3.4|. Procedure: 21.3 g (0.1 mol) of 2,4-dioxo-hexahydro-1,5-diisopropyl-3-methyl-s-triazine are dissolved in 30 ml of methylene chloride and 24 g (0.15 mol) of bromine are added dropwise. The temperature is kept at 20° C to 30° C by cooling. After one hour, the orange-coloured precipitate which has formed is filtered off and recrystallised from isopropanol. 16 g (55%) of 2,4-dioxo-1,2,3,4-tetrahydro-1,5-diisopropyl-3-methyl-s-triazinium bromide are obtained as white crystals which melt at 210°-212° C.